The task is: describe an organic reaction: reactants, conditions, products, and yield. This data is from the Open Reaction Database (ORD), a public repository of structured organic reaction records. Starting materials: O=C([O-])[O-], CCC(C#N)OS(C)(=O)=O, O=Cc1cccc(O)c1Cl, [Cs+], [Cs+], [I-], [K+], O. Product: CCC(C#N)Oc1cccc(C=O)c1Cl. RXN SMILES: [C:11](=[O:12])([O-:13])[O-:14].[CH3:17][S:18]([O:19][CH:22]([C:23]#[N:24])[CH2:25][CH3:26])(=[O:20])=[O:21].[Cl:1][c:2]1[c:3]([CH:4]=[O:5])[cH:6][cH:7][cH:8][c:9]1[OH:10].[Cs+:15].[Cs+:16].[I-:28].[K+:27].[OH2:29]>>[Cl:1][c:2]1[c:3]([CH:4]=[O:5])[cH:6][cH:7][cH:8][c:9]1[O:10][CH:22]([C:23]#[N:24])[CH2:25][CH3:26]. Reactants: COCCOc1cc(NC(=O)OC(C)(C)C)c([N+](=O)[O-])cc1I, OB(O)c1ccc(F)cc1. RXN SMILES: [C:1]([CH3:2])([CH3:3])([CH3:4])[O:5][C:6]([NH:7][c:8]1[c:9]([N+:20](=[O:21])[O-:22])[cH:10][c:11]([I:19])[c:12]([O:14][CH2:15][CH2:16][O:17][CH3:18])[cH:13]1)=[O:23].[OH:24][B:25]([OH:26])[c:27]1[cH:28][cH:29][c:30]([F:31])[cH:32][cH:33]1>>[C:1]([CH3:2])([CH3:3])([CH3:4])[O:5][C:6]([NH:7][c:8]1[c:9]([N+:20](=[O:21])[O-:22])[cH:10][c:11](-[c:27]2[cH:28][cH:29][c:30]([F:31])[cH:32][cH:33]2)[c:12]([O:14][CH2:15][CH2:16][O:17][CH3:18])[cH:13]1)=[O:23]. Product: COCCOc1cc(NC(=O)OC(C)(C)C)c([N+](=O)[O-])cc1-c1ccc(F)cc1. Starting materials: CCO, O=[N+]([O-])c1cccnc1Cl, NN. Yields the product NNc1ncccc1[N+](=O)[O-]. RXN SMILES: [CH3:13][CH2:14][OH:15].[Cl:1][c:2]1[n:3][cH:4][cH:5][cH:6][c:7]1[N+:8](=[O:9])[O-:10].[NH2:11][NH2:12]>>[c:2]1([NH:11][NH2:12])[n:3][cH:4][cH:5][cH:6][c:7]1[N+:8](=[O:9])[O-:10]. Reactants: ClC1=CC=C(CN2C=C(C=CC2=O)C=O)C=C1 (1-(4-chlorobenzyl)-6-oxo-1,6-dihydropyridine-3-carbaldehyde), CC(C)C[AlH]CC(C)C (DIBAL), CCOC(=O)C (AcOEt). Solvent: O (water), C1CCOC1 (THF). Product: ClC1=CC=C(CN2C(C=CC(=C2)CO)=O)C=C1 (1-(4-chlorobenzyl)-5-(hydroxymethyl)pyridin-2(1H)-one). Yield: 31.9%. RXN SMILES: [Cl:1][C:2]1[CH:17]=[CH:16][C:5]([CH2:6][N:7]2[C:12](=[O:13])[CH:11]=[CH:10][C:9]([CH:14]=[O:15])=[CH:8]2)=[CH:4][CH:3]=1.CC(C[AlH]CC(C)C)C.CCOC(C)=O>C1COCC1.O>[Cl:1][C:2]1[CH:3]=[CH:4][C:5]([CH2:6][N:7]2[CH:8]=[C:9]([CH2:14][OH:15])[CH:10]=[CH:11][C:12]2=[O:13])=[CH:16][CH:17]=1. Reported procedure: According to Scheme 16 Method B: A solution of 1-(4-chlorobenzyl)-6-oxo-1,6-dihydropyridine-3-carbaldehyde (1 eq, 1.41 mmol, 0.35 g, Example 10 Step 1) and DIBAL (3 eq, 4.20 mmol, 4.20 mL) in THF (5 mL) was stirred for 30 min. at −78° C. and 1 hour at room temperature. After addition of AcOEt, the reaction mixture was diluted with water. The organic layer washed with saturated NH4Cl solution, dried over Na2SO4, filtered through celite and evaporated. The resulting crude residue was purified by s...